describe an organic reaction: reactants, conditions, products, and yield From a dataset of the Open Reaction Database (ORD), a public repository of structured organic reaction records. Reported procedure: 3,4-Dihydroxybenzamidine hydrochloride (3.5 g) was suspended in ethanol (10 ml) and treated with sodium ethoxide (prepared from sodium (0.43 g) and ethanol (13 ml). The stirred mixture was cooled in an ice bath and treated dropwise with a solution of diethylethoxymethylene malonate (4.01 g) in ethanol (5 ml). The ice bath was removed and the mixture heated under reflux for 3 hours. During this time a yellow solid separated from solution. The reaction mixture was poured on to ice, acidified with ... Starting materials: [Na] (sodium), C(C)O (ethanol), C1(CC(=O)OC(OC(C)(CC)CC)O1)=O (diethylethoxymethylene malonate), C(C)O (ethanol), Cl.OC=1C=C(C(=N)N)C=CC1O (3,4-Dihydroxybenzamidine hydrochloride), C(C)O (ethanol), [O-]CC.[Na+] (sodium ethoxide). Reaction SMILES: Cl.[OH:2][C:3]1[CH:4]=[C:5]([CH:9]=[CH:10][C:11]=1[OH:12])[C:6]([NH2:8])=[NH:7].[O-:13][CH2:14][CH3:15].[Na+].[Na].C1(=O)O[CH:23]([O:24]C(CC)(CC)C)[O:22][C:20](=O)[CH2:19]1.[CH2:33](O)C>>[OH:2][C:3]1[CH:4]=[C:5]([C:6]2[NH:8][C:14](=[O:13])[C:15]([C:23]([O:22][CH2:20][CH3:19])=[O:24])=[CH:33][N:7]=2)[CH:9]=[CH:10][C:11]=1[OH:12] |f:0.1,2.3,^1:16|. Yields the product OC=1C=C(C=CC1O)C1=NC=C(C(N1)=O)C(=O)OCC (ethyl 2-(3,4-dihydroxyphenyl)-4-oxopyrimidin-5-carboxylate). Starting materials: C(CCC)N1C(C(=CC(=C1)C)O)=S (1-butyl-3-hydroxy-5-methylpyridine-2-thione), [H-].[Na+] (sodium hydride), CN(C)C=O (DMF). Reaction conditions: time 20 minute. Yields the product O1C(=NC2=C1C=CC=C2)OC=2C(N(C=C(C2)C)CCCC)=S (3-(benzoxazol-2-yloxy)-1-butyl-5-methylpyridine-2-thione). Yield: 73.0%. Reaction SMILES: [CH2:1]([N:5]1[CH:10]=[C:9]([CH3:11])[CH:8]=[C:7]([OH:12])[C:6]1=[S:13])[CH2:2][CH2:3][CH3:4].[H-].[Na+].[CH3:16][N:17]([CH:19]=[O:20])C>>[O:20]1[C:6]2[CH:7]=[CH:8][CH:9]=[CH:10][C:16]=2[N:17]=[C:19]1[O:12][C:7]1[C:6](=[S:13])[N:5]([CH2:1][CH2:2][CH2:3][CH3:4])[CH:10]=[C:9]([CH3:11])[CH:8]=1 |f:1.2|. Procedure details: To a solution of 1-butyl-3-hydroxy-5-methylpyridine-2-thione (2-035-05) (300 mg) in DMF (6.0 mL) was added sodium hydride (60% wt, 79 mg) at room temperature. After the reaction mixture was stirred for 20 min, to the reaction mixture was added 2-chlorobanzoxazole (432 mg), and the reaction mixture was stirred at room temperature for 2 h. After the reaction was quenched with water, the solvent was removed. To the residue were added aqueous saturated ammonium chloride solution and ethyl acetate, a... Reactants: CSC (dimethyl sulfide), NC1=C(C=NN1C)Br (5-amino-4-bromo-l-methylpyrazole), N1=CC=CC=C1 (pyridine), ClCl (chlorine). Solvent: ClCCl (dichloromethane). Product: BrC=1C=NN(C1N=S(C)C)C (N-(4-Bromo-l-methyl-5-pyrazolyl)-S,S-dimethylsulfilimine). Reaction SMILES: [CH3:1][S:2][CH3:3].ClCl.[NH2:6][C:7]1[N:11]([CH3:12])[N:10]=[CH:9][C:8]=1[Br:13].N1C=CC=CC=1>ClCCl>[Br:13][C:8]1[CH:9]=[N:10][N:11]([CH3:12])[C:7]=1[N:6]=[S:2]([CH3:3])[CH3:1]. Procedure details: A solution of 0.60 mL (8.2 mmol) of dimethyl sulfide in 30 mL of dichloromethane was cooled to -20° C. and 0.50 g (7.0 mmol) of chlorine was added through a sparge tube with cooling and stirring. Subsequently, 1.0 g (5.7 mmol) of 5-amino-4-bromo-l-methylpyrazole and then 1.0 g (12.7 mmol) of pyridine were added with cooling and stirring. A 2 mL aliquot of this mixture was removed and the light yellow solids present were collected by filtration and washed with deuteroacetonitrile. Reactants: C(C)(C)(C)C1=CC(=NO1)NC(=O)NC1=CC(=CC=C1)OC1=NC=NC2=CC(=C(C=C12)OCCCCl)OC (1-(5-tert-butylisoxazol-3-yl)-3-(3-(6-(3-chloropropoxy)-7-methoxyquinazolin-4-yloxy)phenyl)urea), CN1CCNCC1 (N-methylpiperazine), O (water). The reagents and catalysts are [I-].C(CCC)[N+](CCCC)(CCCC)CCCC (tetrabutylammonium iodide). Run in CN(C)C=O (DMF). Reaction conditions: temperature 60 celsius. Yields the product C(C)(C)(C)C1=CC(=NO1)NC(=O)NC1=CC(=CC=C1)OC1=NC=NC2=CC(=C(C=C12)OCCCN1CCN(CC1)C)OC (1-(5-tert-butylisoxazol-3-yl)-3-(3-(7-methoxy-6-(3-(4-methylpiperazin-1-yl)propoxy)quinazolin-4-yloxy)phenyl)urea). RXN SMILES: [C:1]([C:5]1[O:9][N:8]=[C:7]([NH:10][C:11]([NH:13][C:14]2[CH:19]=[CH:18][CH:17]=[C:16]([O:20][C:21]3[C:30]4[C:25](=[CH:26][C:27]([O:36][CH3:37])=[C:28]([O:31][CH2:32][CH2:33][CH2:34]Cl)[CH:29]=4)[N:24]=[CH:23][N:22]=3)[CH:15]=2)=[O:12])[CH:6]=1)([CH3:4])([CH3:3])[CH3:2].[CH3:38][N:39]1[CH2:44][CH2:43][NH:42][CH2:41][CH2:40]1.O>CN(C=O)C.[I-].C([N+](CCCC)(CCCC)CCCC)CCC>[C:1]([C:5]1[O:9][N:8]=[C:7]([NH:10][C:11]([NH:13][C:14]2[CH:19]=[CH:18][CH:17]=[C:16]([O:20][C:21]3[C:30]4[C:25](=[CH:26][C:27]([O:36][CH3:37])=[C:28]([O:31][CH2:32][CH2:33][CH2:34][N:42]5[CH2:43][CH2:44][N:39]([CH3:38])[CH2:40][CH2:41]5)[CH:29]=4)[N:24]=[CH:23][N:22]=3)[CH:15]=2)=[O:12])[CH:6]=1)([CH3:4])([CH3:3])[CH3:2] |f:4.5|. Reported procedure: In a sealed reaction flask 1-(5-tert-butylisoxazol-3-yl)-3-(3-(6-(3-chloropropoxy)-7-methoxyquinazolin-4-yloxy)phenyl)urea (200 mg, 0.38 mmol) was dissolved in 3 mL of anhydrous DMF, to this solution tetrabutylammonium iodide (140 mg, 0.38 mmol) was added followed by N-methylpiperazine (0.127 mL, 1.14 mmol) and the reaction heated at 60° C. for 56 hours. At the end of this time 10 mL of water was added and the resulting solid removed by filtration. The solid was purified by reversed phase HPLC u...